From a dataset of the Open Reaction Database (ORD), a public repository of structured organic reaction records. describe an organic reaction: reactants, conditions, products, and yield Starting materials: CCOC(C)=O, CCN(C(C)C)C(C)C, NCc1ccccc1OC(F)(F)F, FC(F)(F)c1cnc(Cl)nc1Cl, CN(C)C=O. Product: FC(F)(F)Oc1ccccc1CNc1ncc(C(F)(F)F)c(Cl)n1. Reaction SMILES: [CH3:40][CH2:41][O:42][C:43]([CH3:44])=[O:45].[CH:26]([N:27]([CH2:28][CH3:29])[CH:30]([CH3:31])[CH3:32])([CH3:33])[CH3:34].[F:13][C:14]([O:15][c:16]1[c:17]([CH2:18][NH2:19])[cH:20][cH:21][cH:22][cH:23]1)([F:24])[F:25].[F:1][C:2]([c:3]1[c:4]([Cl:10])[n:5][c:6]([Cl:9])[n:7][cH:8]1)([F:11])[F:12].[O:35]=[CH:36][N:37]([CH3:38])[CH3:39]>>[F:1][C:2]([c:3]1[c:4]([Cl:10])[n:5][c:6]([NH:19][CH2:18][c:17]2[c:16]([O:15][C:14]([F:13])([F:24])[F:25])[cH:23][cH:22][cH:21][cH:20]2)[n:7][cH:8]1)([F:11])[F:12].